Dataset: the Open Reaction Database (ORD), a public repository of structured organic reaction records. Task: describe an organic reaction: reactants, conditions, products, and yield Starting materials: O=C1CCC(=O)N1Br, CC(C)N(C)c1cnc2c(n1)OCCN(C(=O)OC(C)(C)C)C2, CC#N, O. Yields the product CC(C)N(C)c1nc2c(nc1Br)CN(C(=O)OC(C)(C)C)CCO2. Reaction SMILES: [Br:24][N:25]1[C:26](=[O:27])[CH2:28][CH2:29][C:30]1=[O:31].[CH3:1][N:2]([c:3]1[n:4][c:5]2[c:6]([n:19][cH:20]1)[CH2:7][N:8]([C:12](=[O:13])[O:14][C:15]([CH3:16])([CH3:17])[CH3:18])[CH2:9][CH2:10][O:11]2)[CH:21]([CH3:22])[CH3:23].[CH3:32][C:33]#[N:34].[OH2:35]>>[CH3:1][N:2]([c:3]1[n:4][c:5]2[c:6]([n:19][c:20]1[Br:24])[CH2:7][N:8]([C:12](=[O:13])[O:14][C:15]([CH3:16])([CH3:17])[CH3:18])[CH2:9][CH2:10][O:11]2)[CH:21]([CH3:22])[CH3:23]. The reactants are C1CCOC1, CCOC(=O)CCl, C[Si](C)(C)Cl, Cl, [Mg], CCCC(=O)CCc1ccccc1. The product is CCCC(O)(CCc1ccccc1)CC(=O)OCC. Reaction SMILES: [CH2:28]1[O:29][CH2:30][CH2:31][CH2:32]1.[Cl:15][CH2:16][C:17](=[O:18])[O:19][CH2:20][CH3:21].[Cl:22][Si:23]([CH3:24])([CH3:25])[CH3:26].[ClH:27].[Mg:1].[c:2]1([CH2:8][CH2:9][C:10]([CH2:11][CH2:12][CH3:13])=[O:14])[cH:3][cH:4][cH:5][cH:6][cH:7]1>>[c:2]1([CH2:8][CH2:9][C:10]([CH2:11][CH2:12][CH3:13])([OH:14])[CH2:16][C:17](=[O:18])[O:19][CH2:20][CH3:21])[cH:3][cH:4][cH:5][cH:6][cH:7]1. Reactants: C(C1=CC=CC=C1)OC(=O)N1[C@H](CCC1)C=CCN(C(C(F)(F)F)=O)C1=C(C=C(C=C1Br)CS(=O)(=O)NC)Br ((R)-1-(N-Benzyloxycarbonylpyrrolidin-2-yl)-3-[N-(4-methylaminosulfonylmethyl-2,6-dibromophenyl)-N-trifluoroacetylamino]propene), CN(C=O)C (N,N-dimethylformamide). Reagents/catalysts: [Cl-].C(CCC)[N+](CCCC)(CCCC)CCCC (tetra-n-butylammonium chloride), C(C)(=O)[O-].[Pd+2].C(C)(=O)[O-] (palladium acetate). The solvent is C(C)N(CC)CC (triethylamine). Conditions: temperature 80 celsius. Product: C(C1=CC=CC=C1)OC(=O)N1[C@H](CCC1)CC1=CNC2=C(C=C(C=C12)CS(=O)(=O)NC)Br ((R)-3-(N-Benzyloxycarbonylpyrrolidin-2-ylmethyl)-7-bromo-5-(methylaminosulfonylmethyl)-1H-indole). Reaction SMILES: [CH2:1]([O:8][C:9]([N:11]1[CH2:15][CH2:14][CH2:13][C@@H:12]1[CH:16]=[CH:17][CH2:18][N:19]([C:26]1[C:31](Br)=[CH:30][C:29]([CH2:33][S:34]([NH:37][CH3:38])(=[O:36])=[O:35])=[CH:28][C:27]=1[Br:39])C(=O)C(F)(F)F)=[O:10])[C:2]1[CH:7]=[CH:6][CH:5]=[CH:4][CH:3]=1.CN(C)C=O>C(N(CC)CC)C.[Cl-].C([N+](CCCC)(CCCC)CCCC)CCC.C([O-])(=O)C.[Pd+2].C([O-])(=O)C>[CH2:1]([O:8][C:9]([N:11]1[CH2:15][CH2:14][CH2:13][C@@H:12]1[CH2:16][C:17]1[C:31]2[C:26](=[C:27]([Br:39])[CH:28]=[C:29]([CH2:33][S:34]([NH:37][CH3:38])(=[O:35])=[O:36])[CH:30]=2)[NH:19][CH:18]=1)=[O:10])[C:2]1[CH:7]=[CH:6][CH:5]=[CH:4][CH:3]=1 |f:3.4,5.6.7|. Procedure: (R)-1-(N-Benzyloxycarbonylpyrrolidin-2-yl)-3-[N-(4-methylaminosulfonylmethyl-2,6-dibromophenyl)-N-trifluoroacetylamino]propene (9.00 g) in triethylamine (70 mL) containing N,N-dimethylformamide (20 mL), tetra-n-butylammonium chloride (3.61 g) and palladium acetate (1.01 g) was heated at 80° C. until conversion was complete. The cooled reaction mixture was filtered through CELITE and washed with methylene chloride. The combined filtrate and washings were then evaporated in vacuo onto silica gel (... The reactants are N1(CCCCC1)C(C(=O)O)C=1SC=CC1 (2-(piperidin-1-yl)-2-(thiophen-2-yl)acetic acid), C1CCC(CC1)N=C=NC2CCCCC2 (DCC), C=1C=CC2=C(C1)N=NN2O (HOBT), N12C[C@@H](C(CC1)CC2)O ((R)-quinuclidin-3-ol). Solvent: C1CCOC1 (THF). Conditions: time 24 hour. Product: N1(CCCCC1)C(C(=O)O[C@H]1CN2CCC1CC2)C=2SC=CC2 ((R)-quinuclidin-3-yl 2-(piperidin-1-yl)-2-(thiophen-2-yl)acetate). Isolated yield 35.6%. RXN SMILES: [N:1]1([CH:7]([C:11]2[S:12][CH:13]=[CH:14][CH:15]=2)[C:8]([OH:10])=[O:9])[CH2:6][CH2:5][CH2:4][CH2:3][CH2:2]1.C1CCC(N=C=NC2CCCCC2)CC1.C1C=CC2N(O)N=NC=2C=1.[N:41]12[CH2:48][CH2:47][CH:44]([CH2:45][CH2:46]1)[C@@H:43](O)[CH2:42]2>C1COCC1>[N:1]1([CH:7]([C:11]2[S:12][CH:13]=[CH:14][CH:15]=2)[C:8]([O:10][C@@H:43]2[CH:44]3[CH2:47][CH2:48][N:41]([CH2:46][CH2:45]3)[CH2:42]2)=[O:9])[CH2:6][CH2:5][CH2:4][CH2:3][CH2:2]1. Procedure details: A mixture of 2-(piperidin-1-yl)-2-(thiophen-2-yl)acetic acid (250 mg, 1.11 mmol), DCC (458 mg, 2.22 mmol), HOBT (300 mg, 2.22 mmol) and (R)-quinuclidin-3-ol (282 mg, 2.22 mmol) in dry THF (11.1 ml) was stirred at room temperature under nitrogen atmosphere for 24 hours. The pale pink suspension was filtered washing with THF (5 ml) and the pale pink solution was evaporated. The crude was purified by flash chromatography (DCM/MeOH=95/5+0.4% NH4OH) to obtain the title compound (132 mg, 35.6% yield) ... The reactants are Cc1cn(C2CC(O[Si](C)(C)C(C)(C)C)C(CO)O2)c(=O)[nH]c1=O, ClCCl, O=C(Cl)Oc1ccc([N+](=O)[O-])cc1, c1ccncc1. Yields the product Cc1cn(C2CC(O[Si](C)(C)C(C)(C)C)C(COC(=O)Oc3ccc([N+](=O)[O-])cc3)O2)c(=O)[nH]c1=O. Reaction SMILES: [C:14]([CH3:15])([CH3:16])([CH3:17])[Si:18]([O:19][CH:20]1[CH2:21][CH:22]([n:27]2[c:28](=[O:29])[nH:30][c:31](=[O:32])[c:33]([CH3:34])[cH:35]2)[O:23][CH:24]1[CH2:25][OH:26])([CH3:36])[CH3:37].[CH2:38]([Cl:39])[Cl:40].[Cl:1][C:2](=[O:3])[O:4][c:5]1[cH:6][cH:7][c:8]([N+:11](=[O:12])[O-:13])[cH:9][cH:10]1.[cH:41]1[cH:42][cH:43][n:44][cH:45][cH:46]1>>[C:2](=[O:3])([O:4][c:5]1[cH:6][cH:7][c:8]([N+:11](=[O:12])[O-:13])[cH:9][cH:10]1)[O:26][CH2:25][CH:24]1[CH:20]([O:19][Si:18]([C:14]([CH3:15])([CH3:16])[CH3:17])([CH3:36])[CH3:37])[CH2:21][CH:22]([n:27]2[c:28](=[O:29])[nH:30][c:31](=[O:32])[c:33]([CH3:34])[cH:35]2)[O:23]1. Reactants: O=C1CCC(=O)N1Br, ClCCl, Cc1csc(N)n1, CCOC(C)=O, CC(C)n1cc(C(=O)O)c2ccc(Cl)cc21, Cl, O, c1ccc(P(c2ccccc2)c2ccccc2)cc1. Yields the product Cc1csc(NC(=O)c2cn(C(C)C)c3cc(Cl)ccc23)n1. As a reaction SMILES: [Br:20][N:21]1[C:22](=[O:23])[CH2:24][CH2:25][C:26]1=[O:27].[CH2:52]([Cl:53])[Cl:54].[CH3:44][c:45]1[n:46][c:47]([NH2:50])[s:48][cH:49]1.[CH3:56][CH2:57][O:58][C:59](=[O:60])[CH3:61].[Cl:28][c:29]1[cH:30][cH:31][c:32]2[c:33]([C:41](=[O:42])[OH:43])[cH:34][n:35]([CH:38]([CH3:39])[CH3:40])[c:36]2[cH:37]1.[ClH:51].[OH2:55].[c:1]1([P:2]([c:3]2[cH:4][cH:5][cH:6][cH:7][cH:8]2)[c:9]2[cH:10][cH:11][cH:12][cH:13][cH:14]2)[cH:15][cH:16][cH:17][cH:18][cH:19]1>>[Cl:28][c:29]1[cH:30][cH:31][c:32]2[c:33]([C:41](=[O:43])[NH:50][c:47]3[n:46][c:45]([CH3:44])[cH:49][s:48]3)[cH:34][n:35]([CH:38]([CH3:39])[CH3:40])[c:36]2[cH:37]1.